This data is from the Open Reaction Database (ORD), a public repository of structured organic reaction records. The task is: describe an organic reaction: reactants, conditions, products, and yield Reactants: COC1(c2ccc(Cl)c(Cc3ccc(OCC(F)F)cc3)c2)OC(CO[Si](C)(C)C(C)(C)C)C(OCc2ccccc2)C(OCc2ccccc2)C1OCc1ccccc1, CC(=O)Cl, CO. Yields the product COC1(c2ccc(Cl)c(Cc3ccc(OCC(F)F)cc3)c2)OC(CO)C(OCc2ccccc2)C(OCc2ccccc2)C1OCc1ccccc1. RXN SMILES: [CH2:1]([c:2]1[cH:3][cH:4][cH:5][cH:6][cH:7]1)[O:8][CH:9]1[CH:10]([CH2:52][O:53][Si:54]([C:55]([CH3:56])([CH3:57])[CH3:58])([CH3:59])[CH3:60])[O:11][C:12]([O:31][CH3:32])([c:33]2[cH:34][c:35]([CH2:40][c:41]3[cH:42][cH:43][c:44]([O:47][CH2:48][CH:49]([F:50])[F:51])[cH:45][cH:46]3)[c:36]([Cl:39])[cH:37][cH:38]2)[CH:13]([O:23][CH2:24][c:25]2[cH:26][cH:27][cH:28][cH:29][cH:30]2)[CH:14]1[O:15][CH2:16][c:17]1[cH:18][cH:19][cH:20][cH:21][cH:22]1.[CH3:61][C:62](=[O:63])[Cl:64].[CH3:65][OH:66]>>[CH2:1]([c:2]1[cH:3][cH:4][cH:5][cH:6][cH:7]1)[O:8][CH:9]1[CH:10]([CH2:52][OH:53])[O:11][C:12]([O:31][CH3:32])([c:33]2[cH:34][c:35]([CH2:40][c:41]3[cH:42][cH:43][c:44]([O:47][CH2:48][CH:49]([F:50])[F:51])[cH:45][cH:46]3)[c:36]([Cl:39])[cH:37][cH:38]2)[CH:13]([O:23][CH2:24][c:25]2[cH:26][cH:27][cH:28][cH:29][cH:30]2)[CH:14]1[O:15][CH2:16][c:17]1[cH:18][cH:19][cH:20][cH:21][cH:22]1. Starting materials: ClC1=NC=C(C=C1[N+](=O)[O-])[N+](=O)[O-] (2-chloro-3,5-dinitropyridine), CC1CNCC(C1)C (3,5-dimethylpiperidine), ice water. The solvent is C1CCOC1 (THF). Run at temperature 60 celsius. Product: CC1CN(CC(C1)C)C1=NC=C(C=C1[N+](=O)[O-])[N+](=O)[O-] (2-(3,5-dimethylpiperid-1-yl)-3,5-dinitropyridine). Yield: 92.6%. Reaction SMILES: Cl[C:2]1[C:7]([N+:8]([O-:10])=[O:9])=[CH:6][C:5]([N+:11]([O-:13])=[O:12])=[CH:4][N:3]=1.[CH3:14][CH:15]1[CH2:20][CH:19]([CH3:21])[CH2:18][NH:17][CH2:16]1>C1COCC1>[CH3:14][CH:15]1[CH2:20][CH:19]([CH3:21])[CH2:18][N:17]([C:2]2[C:7]([N+:8]([O-:10])=[O:9])=[CH:6][C:5]([N+:11]([O-:13])=[O:12])=[CH:4][N:3]=2)[CH2:16]1. Procedure: 2 g (9.82 mmol) of 2-chloro-3,5-dinitropyridine, 10 ml of THF and 20 mmol of 3,5-dimethylpiperidine were placed in a round-bottomed flask. he mixture was maintained at 60° C. for 15 hours with stirring and was then poured into a mixture of ice-water with stirring. The precipitate formed was filtered off by suction and dried under vacuum to constant weight. 2.55 g of yellow powder were obtained. Reactants: CC(CNCCCC(=O)OC(C)(C)C)Nc1ccc(C(F)(F)F)c(Cl)c1, COC(CC(=O)O)OC, CCCCN(CCCC)CCCC, C[n+]1ccccc1Cl, ClCCl, [I-]. Product: COC(CC(=O)N(CCCC(=O)OC(C)(C)C)CC(C)Nc1ccc(C(F)(F)F)c(Cl)c1)OC. Reaction SMILES: [C:1]([CH3:2])([CH3:3])([CH3:4])[O:5][C:6]([CH2:7][CH2:8][CH2:9][NH:10][CH2:11][CH:12]([CH3:13])[NH:14][c:15]1[cH:16][c:17]([Cl:25])[c:18]([C:21]([F:22])([F:23])[F:24])[cH:19][cH:20]1)=[O:26].[CH3:36][O:37][CH:38]([CH2:39][C:40](=[O:41])[OH:42])[O:43][CH3:44].[CH3:45][CH2:46][CH2:47][CH2:48][N:49]([CH2:50][CH2:51][CH2:52][CH3:53])[CH2:54][CH2:55][CH2:56][CH3:57].[Cl:28][c:29]1[cH:30][cH:31][cH:32][cH:33][n+:34]1[CH3:35].[Cl:58][CH2:59][Cl:60].[I-:27]>>[C:1]([CH3:2])([CH3:3])([CH3:4])[O:5][C:6]([CH2:7][CH2:8][CH2:9][N:10]([CH2:11][CH:12]([CH3:13])[NH:14][c:15]1[cH:16][c:17]([Cl:25])[c:18]([C:21]([F:22])([F:23])[F:24])[cH:19][cH:20]1)[C:40]([CH2:39][CH:38]([O:37][CH3:36])[O:43][CH3:44])=[O:41])=[O:26]. Reactants: C1(=CC=CC=C1)P(C1=CC=CC=C1)C1=CC=CC=C1 (triphenylphosphine), ClCC1=CC=C(C#N)C=C1 (4-chloromethylbenzonitrile), [PH4+] (phosphonium). Solvent: C1(=CC=CC=C1)C (toluene). Product: [Cl-].C(#N)C1=CC=C(C[P+](C2=CC=CC=C2)(C2=CC=CC=C2)C2=CC=CC=C2)C=C1 (4-cyanobenzyltriphenylphosphonium chloride). Yield: 57.1%. As a reaction SMILES: [PH4+].[C:2]1([P:8]([C:15]2[CH:20]=[CH:19][CH:18]=[CH:17][CH:16]=2)[C:9]2[CH:14]=[CH:13][CH:12]=[CH:11][CH:10]=2)[CH:7]=[CH:6][CH:5]=[CH:4][CH:3]=1.[Cl:21][CH2:22][C:23]1[CH:30]=[CH:29][C:26]([C:27]#[N:28])=[CH:25][CH:24]=1>C1(C)C=CC=CC=1>[Cl-:21].[C:27]([C:26]1[CH:29]=[CH:30][C:23]([CH2:22][P+:8]([C:2]2[CH:3]=[CH:4][CH:5]=[CH:6][CH:7]=2)([C:9]2[CH:14]=[CH:13][CH:12]=[CH:11][CH:10]=2)[C:15]2[CH:16]=[CH:17][CH:18]=[CH:19][CH:20]=2)=[CH:24][CH:25]=1)#[N:28] |f:4.5|. Reported procedure: The phosphonium salt used for this preparation was made as follows:- a solution of triphenylphosphine (39.3g) and 4-chloromethylbenzonitrile (22.7g) in toluene (400 ml) was heated under reflux for 53 hr. After cooling, the solid was collected, washed with toluene and dried to give 4-cyanobenzyltriphenylphosphonium chloride (35.4g), νmax (nujol) 2230 (CN) and 1436 cm.-1 (PPH3), τ (d6 -DMSO; 60 MHz) values include 2.0-2.5 (aromatic protons), 4.47 (CH2). Starting materials: CC(=O)OC(C)=O, ClCCl, Cc1c(N)cccc1F. Yields the product CC(=O)Nc1cccc(F)c1C. Reaction SMILES: [CH3:10][C:11](=[O:12])[O:13][C:14](=[O:15])[CH3:16].[Cl:17][CH2:18][Cl:19].[NH2:1][c:2]1[c:3]([CH3:9])[c:4]([F:8])[cH:5][cH:6][cH:7]1>>[NH:1]([c:2]1[c:3]([CH3:9])[c:4]([F:8])[cH:5][cH:6][cH:7]1)[C:11]([CH3:10])=[O:12]. Starting materials: C(C)C1=C(C(=C(C=C1)P([O-])([O-])=O)C1=C(C=CC=C1)Br)C(F)(F)F (ethyl-2-bromophenyl-3-trifluoromethylphenylphosphonate), O1CCCC1 (tetrahydrofuran), C(C)(C)(C)[Li] (t-butyllithium). Solvent: CCCCC (pentane). Run at temperature -76 celsius, time 1 hour. The product is FC(C=1C=C(C=CC1)P1(OCC2=C1C=CC=C2)=O)(F)F (1-[3-(trifluoromethyl)phenyl]-1,3-dihydro-2,1-benzoxaphosphole-1-oxide). Yield: 51.0%. RXN SMILES: C([C:3]1[CH:8]=[CH:7][C:6]([P:9](=[O:12])([O-:11])[O-])=[C:5](C2C=CC=CC=2Br)[C:4]=1[C:20]([F:23])([F:22])[F:21])C.O1[CH2:28][CH2:27][CH2:26][CH2:25]1.[C:29]([Li])(C)([CH3:31])[CH3:30]>CCCCC>[F:23][C:20]([F:21])([F:22])[C:4]1[CH:5]=[C:6]([P:9]2(=[O:12])[C:27]3[CH:28]=[CH:30][CH:29]=[CH:31][C:26]=3[CH2:25][O:11]2)[CH:7]=[CH:8][CH:3]=1. Procedure details: Under a nitrogen atmosphere a solution of ethyl-2-bromophenyl-3-trifluoromethylphenylphosphonate (2.4 g, 0.00567 mole) in 50 ml. of tetrahydrofuran was cooled to -76° C. by means of a solid carbon dioxide-acetone bath. To the cooled solution was dropwise added a solution of t-butyllithium (0.74 g, 0.0116 mole) in 6.1 ml. of pentane at a rate such that the temperature of the reaction was maintained below -65° C. The reaction mixture was then stirred for one hour at -76° C. after which time the re...